Dataset: the Open Reaction Database (ORD), a public repository of structured organic reaction records. Task: describe an organic reaction: reactants, conditions, products, and yield Reactants: [OH-].[Na+] (sodium hydroxide), C1(=CC=CC=C1)C(CCOC(=O)C=1C(C(=C(NC1C)C)C(=O)OCCC#N)C1=CC(=CC=C1)Cl)C1=CC=CC=C1 (4-(3-chlorophenyl)-2,6-dimethyl-1,4-dihydropyridine-3,5-dicarboxylic acid 3-(2-cyanoethyl) ester 5-(3,3-diphenylpropyl) ester), Cl (hydrochloric acid). The solvent is CO (methanol), CO (methanol). Conditions: time 2 hour. Product: C1(=CC=CC=C1)C(CCOC(=O)C1=C(NC(=C(C1C1=CC(=CC=C1)Cl)C(=O)O)C)C)C1=CC=CC=C1 (4-(3-chlorophenyl)-2,6-dimethyl-1,4-dihydropyridine-3,5-dicarboxylic acid mono (3,3-diphenylpropyl) ester). RXN SMILES: [C:1]1([CH:7]([C:35]2[CH:40]=[CH:39][CH:38]=[CH:37][CH:36]=2)[CH2:8][CH2:9][O:10][C:11]([C:13]2[CH:14]([C:28]3[CH:33]=[CH:32][CH:31]=[C:30]([Cl:34])[CH:29]=3)[C:15]([C:21]([O:23]CCC#N)=[O:22])=[C:16]([CH3:20])[NH:17][C:18]=2[CH3:19])=[O:12])[CH:6]=[CH:5][CH:4]=[CH:3][CH:2]=1.[OH-].[Na+].Cl>CO>[C:35]1([CH:7]([C:1]2[CH:2]=[CH:3][CH:4]=[CH:5][CH:6]=2)[CH2:8][CH2:9][O:10][C:11]([C:13]2[CH:14]([C:28]3[CH:33]=[CH:32][CH:31]=[C:30]([Cl:34])[CH:29]=3)[C:15]([C:21]([OH:23])=[O:22])=[C:16]([CH3:20])[NH:17][C:18]=2[CH3:19])=[O:12])[CH:36]=[CH:37][CH:38]=[CH:39][CH:40]=1 |f:1.2|. Reported procedure: 808 mg (1.46 mmol) of 4-(3-chlorophenyl)-2,6-dimethyl-1,4-dihydropyridine-3,5-dicarboxylic acid 3-(2-cyanoethyl) ester 5-(3,3-diphenylpropyl) ester was dissolved in 15 ml of methanol. 3 ml of 1 N aqueous sodium hydroxide solution was added and stirred at room temperature for 2 hours. After adding 2 N hydrochloric acid, methanol was evaporated under reduced pressure. Water was added to the residue, and solid matters were taken by the filtration, then washed with water and hexane/ethyl acetate (3/... Starting materials: COC1=C(C=O)C=CC(=C1OC)OC (2,3,4-trimethoxybenzaldehyde), COC1=C(C=CC(=C1OC)OC)CC#N (2,3,4-trimethoxyphenyl-acetonitrile). The product is COC1=C(C=CC(=C1OC)OC)C(C#N)=CC1=C(C(=C(C=C1)OC)OC)OC (2,3-bis-(2,3,4-trimethoxy-phenyl)-acrylonitrile). Isolated yield 93.4%. RXN SMILES: [CH3:1][O:2][C:3]1[C:10]([O:11][CH3:12])=[C:9]([O:13][CH3:14])[CH:8]=[CH:7][C:4]=1[CH:5]=O.[CH3:15][O:16][C:17]1[C:22]([O:23][CH3:24])=[C:21]([O:25][CH3:26])[CH:20]=[CH:19][C:18]=1[CH2:27][C:28]#[N:29]>>[CH3:15][O:16][C:17]1[C:22]([O:23][CH3:24])=[C:21]([O:25][CH3:26])[CH:20]=[CH:19][C:18]=1[C:27](=[CH:5][C:4]1[CH:7]=[CH:8][C:9]([O:13][CH3:14])=[C:10]([O:11][CH3:12])[C:3]=1[O:2][CH3:1])[C:28]#[N:29]. Procedure details: Following the Procedure A, the reaction was performed with 1.96 g of 2,3,4-trimethoxybenzaldehyde (10 mmol) and 2.07 g of 2,3,4-trimethoxyphenyl-acetonitrile (10 mmol), affording 2,3-bis-(2,3,4-trimethoxy-phenyl)-acrylonitrile as yellow powder (yield 3.6 g, 93%).